Dataset: the Open Reaction Database (ORD), a public repository of structured organic reaction records. Task: describe an organic reaction: reactants, conditions, products, and yield RXN SMILES: [CH3:29][c:30]1[cH:31][cH:32][cH:33][cH:34][cH:35]1.[NH2:1][c:2]1[n:3][c:4]([CH3:8])[cH:5][cH:6][cH:7]1.[OH:9][C:10]1=[C:11]([C:26](=[O:27])[OH:28])[CH2:12][N:13]([c:20]2[cH:21][cH:22][cH:23][cH:24][cH:25]2)[c:14]2[cH:15][cH:16][cH:17][cH:18][c:19]21>>[NH:1]([c:2]1[n:3][c:4]([CH3:8])[cH:5][cH:6][cH:7]1)[C:26]([C:11]1=[C:10]([OH:9])[c:19]2[c:14]([cH:15][cH:16][cH:17][cH:18]2)[N:13]([c:20]2[cH:21][cH:22][cH:23][cH:24][cH:25]2)[CH2:12]1)=[O:27]. Yields the product Cc1cccc(NC(=O)C2=C(O)c3ccccc3N(c3ccccc3)C2)n1. Starting materials: Cc1ccccc1, Cc1cccc(N)n1, O=C(O)C1=C(O)c2ccccc2N(c2ccccc2)C1.